This data is from the Open Reaction Database (ORD), a public repository of structured organic reaction records. The task is: describe an organic reaction: reactants, conditions, products, and yield Reactants: C[Si](CCOC(C1=C(C=C(C(=C1)C=1C=NC(=CC1C#N)C(F)(F)F)Cl)OCCCC(=O)OC(C)(C)C)=O)(C)C (2-(3-tert-butoxycarbonyl-propoxy)-4-chloro-5-(4-cyano-6-trifluoromethyl-pyridin-3-yl)-benzoic acid 2-trimethylsilanyl-ethyl ester), [F-].C(CCC)[N+](CCCC)(CCCC)CCCC (tetrabutyl-ammonium fluoride). The solvent is C1CCOC1 (THF). Reaction conditions: time 30 minute. Yields the product C(C)(C)(C)OC(=O)CCCOC1=C(C(=O)O)C=C(C(=C1)Cl)C=1C=NC(=CC1C#N)C(F)(F)F (2-(3-tert-butoxycarbonyl-propoxy)-4-chloro-5-(4-cyano-6-trifluoromethyl-pyridin-3-yl)-benzoic acid). Yield: 75.0%. Reaction SMILES: C[Si](C)(C)CC[O:5][C:6](=[O:37])[C:7]1[CH:12]=[C:11]([C:13]2[CH:14]=[N:15][C:16]([C:21]([F:24])([F:23])[F:22])=[CH:17][C:18]=2[C:19]#[N:20])[C:10]([Cl:25])=[CH:9][C:8]=1[O:26][CH2:27][CH2:28][CH2:29][C:30]([O:32][C:33]([CH3:36])([CH3:35])[CH3:34])=[O:31].[F-].C([N+](CCCC)(CCCC)CCCC)CCC>C1COCC1>[C:33]([O:32][C:30]([CH2:29][CH2:28][CH2:27][O:26][C:8]1[CH:9]=[C:10]([Cl:25])[C:11]([C:13]2[CH:14]=[N:15][C:16]([C:21]([F:23])([F:24])[F:22])=[CH:17][C:18]=2[C:19]#[N:20])=[CH:12][C:7]=1[C:6]([OH:37])=[O:5])=[O:31])([CH3:36])([CH3:34])[CH3:35] |f:1.2|. Reported procedure: A mixture of 2-(3-tert-butoxycarbonyl-propoxy)-4-chloro-5-(4-cyano-6-trifluoromethyl-pyridin-3-yl)-benzoic acid 2-trimethylsilanyl-ethyl ester (1.3 g, 2.2 mmol) and tetrabutyl-ammonium fluoride (6.6 mL, 6.6 mmol, 1 M in THF) in THF (20 mL) was stirred at rt for 30 minutes. The mixture was then concentrated and diluted with ether. The ether layer was washed with water, dried and concentrated to yield 2-(3-tert-butoxycarbonyl-propoxy)-4-chloro-5-(4-cyano-6-trifluoromethyl-pyridin-3-yl)-benzoic aci... The reactants are CC(C)C1=CC(=C(C(=C1)C(C)C)C2=C(C=CC(=C2P(C3CCCCC3)C4CCCCC4)OC)OC)C(C)C (BrettPhos), BrC1=CC=C(C(=O)OC(C)(C)C)C=C1 (tert-butyl 4-bromobenzoate), ClC=1C=C(C=NC1OC(C(F)(F)F)C(F)(F)F)N (5-chloro-6-(1,1,1,3,3,3-hexafluoropropan-2-yloxy)pyridin-3-amine), C([O-])([O-])=O.[K+].[K+] (potassium carbonate), CC(C)C1=CC(=C(C(=C1)C(C)C)C2=C(C=CC(=C2P(C3CCCCC3)C4CCCCC4)OC)OC)C(C)C (BrettPhos). Reagents/catalysts: CC(=O)[O-].CC(=O)[O-].[Pd+2] (Pd(OAc)2), CC(=O)[O-].CC(=O)[O-].[Pd+2] (Pd(OAc)2). Run in C(C)(C)(C)O (terbutanol), O (water), O (water), C(C)(=O)OCC (ethyl acetate). Reaction conditions: temperature 110 celsius, time 18 hour. The product is ClC=1C=C(C=NC1OC(C(F)(F)F)C(F)(F)F)NC1=CC=C(C(=O)OC(C)(C)C)C=C1 (tert-butyl 4-(5-chloro-6-(1,1,1,3,3,3-hexafluoropropan-2-yloxy)pyridin-3-ylamino)benzoate). Isolated yield 48.2%. Reaction SMILES: Br[C:2]1[CH:14]=[CH:13][C:5]([C:6]([O:8][C:9]([CH3:12])([CH3:11])[CH3:10])=[O:7])=[CH:4][CH:3]=1.[Cl:15][C:16]1[CH:17]=[C:18]([NH2:32])[CH:19]=[N:20][C:21]=1[O:22][CH:23]([C:28]([F:31])([F:30])[F:29])[C:24]([F:27])([F:26])[F:25].C(=O)([O-])[O-].[K+].[K+].CC(C1C=C(C(C)C)C(C2C(P(C3CCCCC3)C3CCCCC3)=C(OC)C=CC=2OC)=C(C(C)C)C=1)C>C(O)(C)(C)C.CC([O-])=O.CC([O-])=O.[Pd+2].O.C(OCC)(=O)C>[Cl:15][C:16]1[CH:17]=[C:18]([NH:32][C:2]2[CH:14]=[CH:13][C:5]([C:6]([O:8][C:9]([CH3:12])([CH3:11])[CH3:10])=[O:7])=[CH:4][CH:3]=2)[CH:19]=[N:20][C:21]=1[O:22][CH:23]([C:24]([F:25])([F:26])[F:27])[C:28]([F:31])([F:30])[F:29] |f:2.3.4,7.8.9|. Procedure details: To a degassed suspension of tert-butyl 4-bromobenzoate (Preparation 257, 250 mg, 0.97 mmol), 5-chloro-6-(1,1,1,3,3,3-hexafluoropropan-2-yloxy)pyridin-3-amine (Preparation 256, 430 mg, 1.46 mmol) and potassium carbonate (403 mg, 2.92 mmol) in a mixture of terbutanol (10 ml)/water (0.2 ml) was added Pd(OAc)2 (1 mol %) and BrettPhos (3 mol %). The mixture was heated at 110° C. for 18 hours. After 18 hours, further portions of Pd(OAc)2 (1 mol %) and BrettPhos (3 mol %) were added and the reaction wa...